From a dataset of the Open Reaction Database (ORD), a public repository of structured organic reaction records. describe an organic reaction: reactants, conditions, products, and yield Reactants: C(C)(=O)C=1C=C(NC(\C=C(\C)/Cl)=O)C=CC1 (m-acetyl-3-chlorocrotonanilide), C[O-].[Na+] (sodium methylate). The solvent is CO (methanol). Conditions: temperature 20 celsius, time 72 hour. The product is C(C)(=O)C=1C=C(NC(\C=C(\C)/OC)=O)C=CC1 (m-acetyl-3-methoxy-crotonanilide). RXN SMILES: [C:1]([C:4]1[CH:5]=[C:6]([CH:14]=[CH:15][CH:16]=1)[NH:7][C:8](=[O:13])/[CH:9]=[C:10](\Cl)/[CH3:11])(=[O:3])[CH3:2].[CH3:17][O-:18].[Na+]>CO>[C:1]([C:4]1[CH:5]=[C:6]([CH:14]=[CH:15][CH:16]=1)[NH:7][C:8](=[O:13])/[CH:9]=[C:10](\[O:18][CH3:17])/[CH3:11])(=[O:3])[CH3:2] |f:1.2|. Procedure: A mixture of 400 ml of methanol, 41 g of m-acetyl-3-chlorocrotonanilide and 9.4 g of sodium methylate was stirred at 20° C for 72 hours and the mixture was vacuum filtered to recover the sodium chloride formed and the desired product. The solid was dissolved in refluxing acetone and the mixture was filtered. The filtrate was evaporated to dryness under reduced pressure. The waste waters were evaporated to dryness and the residue was taken up in 200 ml of a 7-3 benzene-ethyl acetate mixture. The ... Reactants: ClC(Cl)(Cl)Cl, CCN(C(C)C)C(C)C, Clc1ccc(C(Cl)c2ccc(Cl)cc2)cc1, Nc1cccc(C(=O)n2cc(CCCC(=O)O)c3ccccc32)c1. Yields the product O=C(O)CCCc1cn(C(=O)c2cccc(NC(c3ccc(Cl)cc3)c3ccc(Cl)cc3)c2)c2ccccc12. RXN SMILES: [C:50]([Cl:51])([Cl:52])([Cl:53])[Cl:54].[CH:25]([N:26]([CH:27]([CH3:28])[CH3:29])[CH2:30][CH3:31])([CH3:32])[CH3:33].[Cl:34][c:35]1[cH:36][cH:37][c:38]([CH:41]([c:42]2[cH:43][cH:44][c:45]([Cl:48])[cH:46][cH:47]2)[Cl:49])[cH:39][cH:40]1.[NH2:1][c:2]1[cH:3][c:4]([C:5](=[O:6])[n:7]2[cH:8][c:9]([CH2:16][CH2:17][CH2:18][C:19](=[O:20])[OH:21])[c:10]3[cH:11][cH:12][cH:13][cH:14][c:15]23)[cH:22][cH:23][cH:24]1>>[NH:1]([c:2]1[cH:3][c:4]([C:5](=[O:6])[n:7]2[cH:8][c:9]([CH2:16][CH2:17][CH2:18][C:19](=[O:20])[OH:21])[c:10]3[cH:11][cH:12][cH:13][cH:14][c:15]23)[cH:22][cH:23][cH:24]1)[CH:41]([c:38]1[cH:37][cH:36][c:35]([Cl:34])[cH:40][cH:39]1)[c:42]1[cH:43][cH:44][c:45]([Cl:48])[cH:46][cH:47]1. The reactants are NC=1C=CC(=NC1)OC (5-amino-2-methoxypyridine), C1(CCC(=O)O1)=O (succinic anhydride). The product is COC1=CC=C(C=N1)N1C(CCC1=O)=O (1-(6-Methoxy-pyridin-3-yl)-pyrrolidine-2,5-dione). RXN SMILES: [NH2:1][C:2]1[CH:3]=[CH:4][C:5]([O:8][CH3:9])=[N:6][CH:7]=1.[C:10]1(=O)[O:15][C:13](=[O:14])[CH2:12][CH2:11]1>>[CH3:9][O:8][C:5]1[N:6]=[CH:7][C:2]([N:1]2[C:13](=[O:14])[CH2:12][CH2:11][C:10]2=[O:15])=[CH:3][CH:4]=1. Reported procedure: A mixture of 5-amino-2-methoxypyridine (1.24 g, 10.0 mmol) and succinic anhydride (1.00 g, 10.0 mmol) was heated with a heat gun for 10 minutes. After cooling to room temperature the product was purified by flash column chromatography (SiO2, ethyl acetate:acetone 25:75). Evaporation of the solvent yielded the title compound as a white solid. Starting materials: C(C)(=O)OC1=CC2=C(C(C(=C(O2)C)C#N)=O)C=C1 (7-acetoxy-4-oxo-2-methyl-4H-1-benzopyran-3-carbonitrile), [OH-].[Na+] (sodium hydroxide), Cl (HCl). Solvent: CO (methanol). Run at time 5 minute. Yields the product OC1=CC2=C(C(C(=C(O2)C)C#N)=O)C=C1 (7-Hydroxy-4-oxo-2-methyl-4H-1-benzopyran-3-carbonitrile). RXN SMILES: C([O:4][C:5]1[CH:18]=[CH:17][C:8]2[C:9](=[O:16])[C:10]([C:14]#[N:15])=[C:11]([CH3:13])[O:12][C:7]=2[CH:6]=1)(=O)C.[OH-].[Na+].Cl>CO>[OH:4][C:5]1[CH:18]=[CH:17][C:8]2[C:9](=[O:16])[C:10]([C:14]#[N:15])=[C:11]([CH3:13])[O:12][C:7]=2[CH:6]=1 |f:1.2|. Procedure: A slurry of 7.3 g of 7-acetoxy-4-oxo-2-methyl-4H-1-benzopyran-3-carbonitrile in 45 ml of methanol was treated with 75 ml of 1N sodium hydroxide solution. The mixture was stirred for 5 minutes, cooled in ice and acidified with 4N HCl. The solid was filtered and recrystallized from methanol, mp > 300° C. Yields the product CC1(C)C(=O)NC(=O)c2ccccc21. The reactants are Br, CC(=O)O, CC1(C)C(=O)NC(=O)c2cc([N+](=O)[O-])ccc21, [Na+], [OH-], O. RXN SMILES: [Br:1].[CH3:22][C:23](=[O:24])[OH:25].[CH3:5][C:6]1([CH3:21])[C:7](=[O:20])[NH:8][C:9](=[O:19])[c:10]2[cH:11][c:12]([N+:16]([O-:17])=[O:18])[cH:13][cH:14][c:15]21.[Na+:3].[OH-:2].[OH2:4]>>[CH3:5][C:6]1([CH3:21])[C:7](=[O:20])[NH:8][C:9](=[O:19])[c:10]2[cH:11][cH:12][cH:13][cH:14][c:15]21. Starting materials: CC(C)(C)[O-], COCCOC, CC(=O)O, OCc1coc(-c2ccc(Cl)cc2)n1, [K+], N#Cc1c(N)nc(Sc2ccccc2)c(C#N)c1-c1ccc(OCCO)cc1, O. Product: N#Cc1c(N)nc(OCc2coc(-c3ccc(Cl)cc3)n2)c(C#N)c1-c1ccc(OCCO)cc1. Reaction SMILES: [CH3:1][C:2]([CH3:3])([O-:4])[CH3:5].[CH3:50][O:51][CH2:52][CH2:53][O:54][CH3:55].[CH3:56][C:57](=[O:58])[OH:59].[Cl:7][c:8]1[cH:9][cH:10][c:11](-[c:14]2[o:15][cH:16][c:17]([CH2:19][OH:20])[n:18]2)[cH:12][cH:13]1.[K+:6].[NH2:21][c:22]1[n:23][c:24]([S:42][c:43]2[cH:44][cH:45][cH:46][cH:47][cH:48]2)[c:25]([C:40]#[N:41])[c:26](-[c:30]2[cH:31][cH:32][c:33]([O:36][CH2:37][CH2:38][OH:39])[cH:34][cH:35]2)[c:27]1[C:28]#[N:29].[OH2:49]>>[Cl:7][c:8]1[cH:9][cH:10][c:11](-[c:14]2[o:15][cH:16][c:17]([CH2:19][O:20][c:24]3[n:23][c:22]([NH2:21])[c:27]([C:28]#[N:29])[c:26](-[c:30]4[cH:31][cH:32][c:33]([O:36][CH2:37][CH2:38][OH:39])[cH:34][cH:35]4)[c:25]3[C:40]#[N:41])[n:18]2)[cH:12][cH:13]1. The reactants are COc1ccccc1N1CCN(C(=O)C(Cc2ccccc2)NC(=O)OC(C)(C)C)CC1, Cl, C1COCCO1. Reaction SMILES: [C:1]([O:2][C:3](=[O:4])[NH:7][CH:8]([C:9](=[O:10])[N:11]1[CH2:12][CH2:13][N:14]([c:17]2[c:18]([O:23][CH3:24])[cH:19][cH:20][cH:21][cH:22]2)[CH2:15][CH2:16]1)[CH2:25][c:26]1[cH:27][cH:28][cH:29][cH:30][cH:31]1)([CH3:5])([CH3:6])[CH3:32].[ClH:33].[O:34]1[CH2:35][CH2:36][O:37][CH2:38][CH2:39]1>>[ClH:33].[NH2:7][CH:8]([C:9](=[O:10])[N:11]1[CH2:12][CH2:13][N:14]([c:17]2[c:18]([O:23][CH3:24])[cH:19][cH:20][cH:21][cH:22]2)[CH2:15][CH2:16]1)[CH2:25][c:26]1[cH:27][cH:28][cH:29][cH:30][cH:31]1. Product: Cl, COc1ccccc1N1CCN(C(=O)C(N)Cc2ccccc2)CC1. Starting materials: CC(C)O, CN1C(=O)C(F)(F)CN(C2CCCCC2)c2nc(Cl)ncc21, COc1cc(C(=O)NCCN(C)C)ccc1N, O, Cc1ccccc1S(=O)(=O)O. Yields the product COc1cc(C(=O)NCCN(C)C)ccc1Nc1ncc2c(n1)N(C1CCCCC1)CC(F)(F)C(=O)N2C. Reaction SMILES: [CH:52]([OH:53])([CH3:54])[CH3:55].[Cl:1][c:2]1[n:3][cH:4][c:5]2[c:6]([n:22]1)[N:7]([CH:16]1[CH2:17][CH2:18][CH2:19][CH2:20][CH2:21]1)[CH2:8][C:9]([F:14])([F:15])[C:10](=[O:13])[N:11]2[CH3:12].[NH2:35][c:36]1[c:37]([O:50][CH3:51])[cH:38][c:39]([C:40](=[O:41])[NH:42][CH2:43][CH2:44][N:45]([CH3:46])[CH3:47])[cH:48][cH:49]1.[OH2:23].[c:24]1([CH3:25])[c:26]([S:27]([OH:28])(=[O:29])=[O:30])[cH:31][cH:32][cH:33][cH:34]1>>[c:2]1([NH:35][c:36]2[c:37]([O:50][CH3:51])[cH:38][c:39]([C:40](=[O:41])[NH:42][CH2:43][CH2:44][N:45]([CH3:46])[CH3:47])[cH:48][cH:49]2)[n:3][cH:4][c:5]2[c:6]([n:22]1)[N:7]([CH:16]1[CH2:17][CH2:18][CH2:19][CH2:20][CH2:21]1)[CH2:8][C:9]([F:14])([F:15])[C:10](=[O:13])[N:11]2[CH3:12]. The reactants are F[B-](F)(F)F, CCNCc1ccccc1, CCN(C(C)C)C(C)C, COC(=O)c1ccccc1OCCc1ccc(OCC(=O)O)cc1, CCOC(C)=O, CN(C)C=O, CN(C)C(On1nnc2ccccc21)=[N+](C)C. The product is CCN(Cc1ccccc1)C(=O)COc1ccc(CCOc2ccccc2C(=O)OC)cc1. As a reaction SMILES: [B-:35]([F:36])([F:37])([F:38])[F:39].[CH2:25]([c:26]1[cH:27][cH:28][cH:29][cH:30][cH:31]1)[NH:32][CH2:33][CH3:34].[CH2:57]([N:58]([CH:59]([CH3:60])[CH3:61])[CH:62]([CH3:63])[CH3:64])[CH3:65].[CH3:1][O:2][C:3](=[O:4])[c:5]1[c:6]([O:7][CH2:8][CH2:9][c:10]2[cH:11][cH:12][c:13]([O:14][CH2:15][C:16](=[O:17])[OH:18])[cH:19][cH:20]2)[cH:21][cH:22][cH:23][cH:24]1.[CH3:71][CH2:72][O:73][C:74]([CH3:75])=[O:76].[O:66]=[CH:67][N:68]([CH3:69])[CH3:70].[n:40]1([O:41][C:42]([N:43]([CH3:44])[CH3:45])=[N+:46]([CH3:47])[CH3:48])[c:49]2[cH:50][cH:51][cH:52][cH:53][c:54]2[n:55][n:56]1>>[CH3:1][O:2][C:3](=[O:4])[c:5]1[c:6]([O:7][CH2:8][CH2:9][c:10]2[cH:11][cH:12][c:13]([O:14][CH2:15][C:16](=[O:18])[N:32]([CH2:25][c:26]3[cH:27][cH:28][cH:29][cH:30][cH:31]3)[CH2:33][CH3:34])[cH:19][cH:20]2)[cH:21][cH:22][cH:23][cH:24]1. Starting materials: F[B-](F)(F)F.C(C)(C)(C)[PH+](C(C)(C)C)C(C)(C)C (tri-t-butylphosphonium tetrafluoroborate), CC(C)([O-])C.[Na+] (sodium t-butoxide), C(C)(C)(C)OC(=O)N1CCN(CC1)C1=C(C=C(C=C1)Br)C1CCC(CC1)(CC)CC (4-[4-bromo-2-(4,4-diethylcyclohexyl)phenyl]piperazine-1-carboxylic acid t-butyl ester), Cl.CO[C@@H]1CNCCC1 ((S)-3-methoxypiperidine hydrochloride), CC(C)([O-])C.[Na+] (sodium t-butoxide), F[B-](F)(F)F.C(C)(C)(C)[PH+](C(C)(C)C)C(C)(C)C (tri-t-butylphosphonium tetrafluoroborate). Reagents/catalysts: C(C)(=O)[O-].[Pd+2].C(C)(=O)[O-] (palladium(II) acetate), C(C)(=O)[O-].[Pd+2].C(C)(=O)[O-] (palladium(II) acetate). The solvent is C=1(C(=CC=CC1)C)C (xylene). Reaction conditions: temperature 100 celsius, time 10 minute. Yields the product C(C)(C)(C)OC(=O)N1CCN(CC1)C1=C(C=C(C=C1)N1C[C@H](CCC1)OC)C1CCC(CC1)(CC)CC ((S)-4-[2-(4,4-Diethylcyclohexyl)-4-(3-methoxypiperidin-1-yl)phenyl]piperazine-1-carboxylic acid t-butyl ester). The yield is 35.9%. RXN SMILES: [C:1]([O:5][C:6]([N:8]1[CH2:13][CH2:12][N:11]([C:14]2[CH:19]=[CH:18][C:17](Br)=[CH:16][C:15]=2[CH:21]2[CH2:26][CH2:25][C:24]([CH2:29][CH3:30])([CH2:27][CH3:28])[CH2:23][CH2:22]2)[CH2:10][CH2:9]1)=[O:7])([CH3:4])([CH3:3])[CH3:2].Cl.[CH3:32][O:33][C@H:34]1[CH2:39][CH2:38][CH2:37][NH:36][CH2:35]1.CC(C)([O-])C.[Na+].F[B-](F)(F)F.C([PH+](C(C)(C)C)C(C)(C)C)(C)(C)C>C([O-])(=O)C.[Pd+2].C([O-])(=O)C.C1(C)C(C)=CC=CC=1>[C:1]([O:5][C:6]([N:8]1[CH2:13][CH2:12][N:11]([C:14]2[CH:19]=[CH:18][C:17]([N:36]3[CH2:37][CH2:38][CH2:39][C@H:34]([O:33][CH3:32])[CH2:35]3)=[CH:16][C:15]=2[CH:21]2[CH2:26][CH2:25][C:24]([CH2:29][CH3:30])([CH2:27][CH3:28])[CH2:23][CH2:22]2)[CH2:10][CH2:9]1)=[O:7])([CH3:4])([CH3:3])[CH3:2] |f:1.2,3.4,5.6,7.8.9|. Procedure details: A mixture of 4-[4-bromo-2-(4,4-diethylcyclohexyl)phenyl]piperazine-1-carboxylic acid t-butyl ester (153 mg, 0.32 mmol) produced in Example (38c), (S)-3-methoxypiperidine hydrochloride (72.8 mg, 0.48 mmol) produced in Example (50a), sodium t-butoxide (200 mg, 2.08 mmol), palladium(II) acetate (14.4 mg, 0.064 mmol), tri-t-butylphosphonium tetrafluoroborate (57.7 mg, 0.192 mmol) and xylene (4 mL) was stirred for 6 hours and 10 minutes at an external temperature of 100° C. under a nitrogen atmospher...